Dataset: the Open Reaction Database (ORD), a public repository of structured organic reaction records. Task: describe an organic reaction: reactants, conditions, products, and yield The reactants are BrCc1ccc(-c2ccccc2)cc1, OCCCCCCCCO, CN(C)CC(N)CC(=O)OCc1ccccc1, Cl, Cl, OCCCCCCCCOCc1ccc(-c2ccccc2)cc1, O=C(O)CCCCCCCOCc1ccc(-c2ccccc2)cc1. Product: CN(C)CC(CC(=O)OCc1ccccc1)NC(=O)CCCCCCCOCc1ccc(-c2ccccc2)cc1. Reaction SMILES: [Br:11][CH2:12][c:13]1[cH:14][cH:15][c:16](-[c:17]2[cH:18][cH:19][cH:20][cH:21][cH:22]2)[cH:23][cH:24]1.[CH2:1]([OH:2])[CH2:3][CH2:4][CH2:5][CH2:6][CH2:7][CH2:8][CH2:9][OH:10].[CH2:74]([c:75]1[cH:76][cH:77][cH:78][cH:79][cH:80]1)[O:81][C:82]([CH2:83][CH:84]([CH2:85][N:86]([CH3:87])[CH3:88])[NH2:89])=[O:90].[ClH:72].[ClH:73].[c:25]1(-[c:42]2[cH:43][cH:44][cH:45][cH:46][cH:47]2)[cH:26][cH:27][c:28]([CH2:31][O:32][CH2:33][CH2:34][CH2:35][CH2:36][CH2:37][CH2:38][CH2:39][CH2:40][OH:41])[cH:29][cH:30]1.[c:48]1(-[c:49]2[cH:50][cH:51][cH:52][cH:53][cH:54]2)[cH:55][cH:56][c:57]([CH2:58][O:59][CH2:60][CH2:61][CH2:62][CH2:63][CH2:64][CH2:65][CH2:66][C:67]([OH:68])=[O:69])[cH:70][cH:71]1>>[c:25]1(-[c:42]2[cH:43][cH:44][cH:45][cH:46][cH:47]2)[cH:26][cH:27][c:28]([CH2:31][O:32][CH2:33][CH2:34][CH2:35][CH2:36][CH2:37][CH2:38][CH2:39][C:40](=[O:41])[NH:89][CH:84]([CH2:83][C:82]([O:81][CH2:74][c:75]2[cH:76][cH:77][cH:78][cH:79][cH:80]2)=[O:90])[CH2:85][N:86]([CH3:87])[CH3:88])[cH:29][cH:30]1. Starting materials: CC(C)(C)OC(=O)N1CCN(c2cccc(C(=O)O)c2)CC1, CC#N, Nc1ccccc1N. Yields the product CC(C)(C)OC(=O)N1CCN(c2cccc(C(=O)Nc3ccccc3N)c2)CC1. As a reaction SMILES: [C:1]([CH3:2])([CH3:3])([CH3:4])[O:5][C:6](=[O:7])[N:8]1[CH2:9][CH2:10][N:11]([c:14]2[cH:15][c:16]([C:20](=[O:21])[OH:22])[cH:17][cH:18][cH:19]2)[CH2:12][CH2:13]1.[CH3:31][C:32]#[N:33].[NH2:23][c:24]1[cH:25][cH:26][cH:27][cH:28][c:29]1[NH2:30]>>[C:1]([CH3:2])([CH3:3])([CH3:4])[O:5][C:6](=[O:7])[N:8]1[CH2:9][CH2:10][N:11]([c:14]2[cH:15][c:16]([C:20](=[O:22])[NH:23][c:24]3[cH:25][cH:26][cH:27][cH:28][c:29]3[NH2:30])[cH:17][cH:18][cH:19]2)[CH2:12][CH2:13]1. The reactants are CC(C)(C)[O-], CCOC(=O)c1cn(C2CC2)c2c(F)c(F)c(F)cc2c1=O, Cl, [K+], [C-]#[N+]CC(=O)OCC, C1COCCO1, O. Product: [C-]#[N+]C(C(=O)OCC)c1c(F)cc2c(=O)c(C(=O)OCC)cn(C3CC3)c2c1F. Reaction SMILES: [CH3:31][C:32]([CH3:33])([O-:34])[CH3:35].[CH:1]1([n:4]2[cH:5][c:6]([C:18](=[O:19])[O:20][CH2:21][CH3:22])[c:7](=[O:17])[c:8]3[cH:9][c:10]([F:16])[c:11]([F:15])[c:12]([F:14])[c:13]23)[CH2:2][CH2:3]1.[ClH:37].[K+:36].[N+:23](#[C-:24])[CH2:25][C:26](=[O:27])[O:28][CH2:29][CH3:30].[O:39]1[CH2:40][CH2:41][O:42][CH2:43][CH2:44]1.[OH2:38]>>[CH:1]1([n:4]2[cH:5][c:6]([C:18](=[O:19])[O:20][CH2:21][CH3:22])[c:7](=[O:17])[c:8]3[cH:9][c:10]([F:16])[c:11]([CH:25]([N+:23]#[C-:24])[C:26](=[O:27])[O:28][CH2:29][CH3:30])[c:12]([F:14])[c:13]23)[CH2:2][CH2:3]1. Reactants: C([O-])([O-])=O.[K+].[K+] (Potassium carbonate), N1=CC(=CC=C1)CC[C@H](COC1=CC=C(C=C1)C1=CC(=CC=C1)C#N)OC(C1=CC=CC=C1)=O ((2R)-4-(3-pyridyl)-2-benzoyloxy-1-(3'-cyanobiphenyl-4-yloxy)butane), C(O)([O-])=O.[Na+] (sodium hydrogencarbonate). The solvent is CO (methanol), O (water). Reaction conditions: time 2 hour. Yields the product C(#N)C=1C=C(C=CC1)C1=CC=C(C=C1)OC[C@@H](CCC=1C=NC=CC1)O ((2R)-1-(3'-Cyanobiphenyl-4-yloxy)-4-(3-pyridyl)-2-butanol). Isolated yield 80.4%. As a reaction SMILES: C(=O)([O-])[O-].[K+].[K+].[N:7]1[CH:12]=[CH:11][CH:10]=[C:9]([CH2:13][CH2:14][C@@H:15]([O:32]C(=O)C2C=CC=CC=2)[CH2:16][O:17][C:18]2[CH:23]=[CH:22][C:21]([C:24]3[CH:29]=[CH:28][CH:27]=[C:26]([C:30]#[N:31])[CH:25]=3)=[CH:20][CH:19]=2)[CH:8]=1.C(=O)([O-])O.[Na+]>CO.O>[C:30]([C:26]1[CH:25]=[C:24]([C:21]2[CH:20]=[CH:19][C:18]([O:17][CH2:16][C@H:15]([OH:32])[CH2:14][CH2:13][C:9]3[CH:8]=[N:7][CH:12]=[CH:11][CH:10]=3)=[CH:23][CH:22]=2)[CH:29]=[CH:28][CH:27]=1)#[N:31] |f:0.1.2,4.5|. Reported procedure: Potassium carbonate (0.21 g) was added to a solution of (2R)-4-(3-pyridyl)-2-benzoyloxy-1-(3'-cyanobiphenyl-4-yloxy)butane (0.34 g) in methanol (15 ml) and water (5 ml) and the reaction stirred for 2 hours. The mixture was then poured into saturated aqueous sodium hydrogencarbonate solution and the mixture extracted with ethyl acetate. The combined organic extracts were dried over anhydrous magnesium sulfate, filtered and concentrated under reduced pressure. The residue obtained was purified by ... Starting materials: O=C([O-])[O-], [Cs+], [Cs+], CI, O=C(O)c1ccc(C2=CCC3(CC2)OCCO3)cc1, CN(C)C=O, O. The product is COC(=O)c1ccc(C2=CCC3(CC2)OCCO3)cc1. Reaction SMILES: [C:22](=[O:23])([O-:24])[O-:25].[Cs+:26].[Cs+:27].[I:20][CH3:21].[O:1]1[CH2:2][CH2:3][O:4][C:5]12[CH2:6][CH:7]=[C:8]([c:11]1[cH:12][cH:13][c:14]([C:15](=[O:16])[OH:17])[cH:18][cH:19]1)[CH2:9][CH2:10]2.[O:28]=[CH:29][N:30]([CH3:31])[CH3:32].[OH2:33]>>[O:1]1[CH2:2][CH2:3][O:4][C:5]12[CH2:6][CH:7]=[C:8]([c:11]1[cH:12][cH:13][c:14]([C:15](=[O:16])[O:17][CH3:22])[cH:18][cH:19]1)[CH2:9][CH2:10]2.